From a dataset of the Open Reaction Database (ORD), a public repository of structured organic reaction records. describe an organic reaction: reactants, conditions, products, and yield Starting materials: CC(=O)C (acetone), product, C1(=CC=CC=C1)C (toluene), C1(=CC=CC=C1)C (toluene). Run at temperature 7.5 celsius, time 1 hour. Product: C1(=CC=CC=C1)C.CC(=O)C (toluene acetone). Yield: 80.0%. RXN SMILES: [CH3:1][C:2]([CH3:4])=[O:3].[C:5]1([CH3:11])[CH:10]=[CH:9][CH:8]=[CH:7][CH:6]=1>>[C:5]1([CH3:11])[CH:10]=[CH:9][CH:8]=[CH:7][CH:6]=1.[CH3:1][C:2]([CH3:4])=[O:3] |f:2.3|. Procedure: 60 ml of acetone, 30 ml of toluene and the solution in toluene of the product of Example 2 were introduced into a 500 ml flask equipped with a mechanical stirrer, a thermometer and a dropping funnel. The solution was cooled to 5-10° C. and gaseous HCl was bubbled. through the solution. The mixture was then kept at 5-10° C. for 1 h, then the precipitate was filtered out and washed with 1/1 toluene/acetone (yield 80%; 99% A)